From a dataset of the Open Reaction Database (ORD), a public repository of structured organic reaction records. describe an organic reaction: reactants, conditions, products, and yield Starting materials: [Si](C1=CC=CC=C1)(C1=CC=CC=C1)(C(C)(C)C)OCCOC[C@@H](C(=O)OC)OC1=C2C(=NC=N1)N(N=C2)C2=C(C(=CC=C2)F)C ((2S)-methyl 3-(2-(tert-butyldiphenylsilyloxy)ethoxy)-2-(1-(3-fluoro-2-methylphenyl)-1H-pyrazolo[3,4-d]pyrimidin-4-yloxy)propanoate), ClC=1C=CC(=NC1)N (5-chloropyridin-2-amine). Reported procedure: Prepared using a procedure analogous to that described for Intermediate AE1 using (2S)-methyl 3-(2-(tert-butyldiphenylsilyloxy)ethoxy)-2-(1-(3-fluoro-2-methylphenyl)-1H-pyrazolo[3,4-d]pyrimidin-4-yloxy)propanoate (Intermediate AF4) and 5-chloropyridin-2-amine. 1H NMR (400 MHz, DMSO) d 0.87 (9H, s), 1.96 (3H, d), 3.75 (4H, m), 4.10-4.02 (1H, m), 4.15 (1H, m), 6.00 (1H, m), 7.38 (9H, m), 7.63-7.57 (4H, m), 7.88 (1H, dd), 8.03 (1H, d), 8.40 (1H, d), 8.52 (1H, s), 8.56 (1H, s), 11.25 (1H, s). RXN SMILES: [Si:1]([O:18][CH2:19][CH2:20][O:21][CH2:22][C@H:23]([O:28][C:29]1[N:34]=[CH:33][N:32]=[C:31]2[N:35]([C:38]3[CH:43]=[CH:42][CH:41]=[C:40]([F:44])[C:39]=3[CH3:45])[N:36]=[CH:37][C:30]=12)[C:24](OC)=[O:25])([C:14]([CH3:17])([CH3:16])[CH3:15])([C:8]1C=CC=CC=1)[C:2]1C=CC=CC=1.[Cl:46][C:47]1[CH:48]=[CH:49][C:50]([NH2:53])=[N:51][CH:52]=1>>[Si:1]([O:18][CH2:19][CH2:20][O:21][CH2:22][C@H:23]([O:28][C:29]1[C:30]2[CH:37]=[N:36][N:35]([C:38]3[CH:43]=[CH:42][CH:41]=[C:40]([F:44])[C:39]=3[CH3:45])[C:31]=2[N:32]=[CH:33][N:34]=1)[C:24]([NH:53][C:50]1[CH:49]=[CH:48][C:47]([Cl:46])=[CH:52][N:51]=1)=[O:25])([C:14]([CH3:15])([CH3:16])[CH3:17])([CH3:8])[CH3:2]. Product: [Si](C)(C)(C(C)(C)C)OCCOC[C@@H](C(=O)NC1=NC=C(C=C1)Cl)OC1=NC=NC2=C1C=NN2C2=C(C(=CC=C2)F)C ((2S)-3-[2-(tert-butyl-dimethylsilyl)oxyethoxy]-N-(5-chloropyridin-2-yl)-2-[1-(3-fluoro-2-methylphenyl)pyrazolo[4,5-e]pyrimidin-4-yl]oxypropanamide).